This data is from the Open Reaction Database (ORD), a public repository of structured organic reaction records. The task is: describe an organic reaction: reactants, conditions, products, and yield Starting materials: CC(C)O, COc1cc(NC(=S)NCCN)cc(OC)c1, N#Cc1ccccc1OCC1CO1. The product is COc1cc(NC(=S)NCCNCC(O)COc2ccccc2C#N)cc(OC)c1. Reaction SMILES: [CH:31]([OH:32])([CH3:33])[CH3:34].[NH2:14][CH2:15][CH2:16][NH:17][C:18](=[S:19])[NH:20][c:21]1[cH:22][c:23]([O:29][CH3:30])[cH:24][c:25]([O:27][CH3:28])[cH:26]1.[O:1]1[CH:2]([CH2:3][O:4][c:5]2[c:6]([C:11]#[N:12])[cH:7][cH:8][cH:9][cH:10]2)[CH2:13]1>>[OH:1][CH:2]([CH2:3][O:4][c:5]1[c:6]([C:11]#[N:12])[cH:7][cH:8][cH:9][cH:10]1)[CH2:13][NH:14][CH2:15][CH2:16][NH:17][C:18](=[S:19])[NH:20][c:21]1[cH:22][c:23]([O:29][CH3:30])[cH:24][c:25]([O:27][CH3:28])[cH:26]1. The reactants are CN1CCN(C)C1=O, CCOC(C)=O, Fc1cnc2[nH]ccc2c1Cl, NC1CCCCC1, [Na+], O=C([O-])O. The product is Fc1cnc2[nH]ccc2c1NC1CCCCC1. RXN SMILES: [CH3:19][N:20]1[CH2:21][CH2:22][N:23]([CH3:24])[C:25]1=[O:26].[CH3:27][CH2:28][O:29][C:30]([CH3:31])=[O:32].[Cl:1][c:2]1[c:3]2[c:4]([n:5][cH:6][c:7]1[F:8])[nH:9][cH:10][cH:11]2.[NH2:12][CH:13]1[CH2:14][CH2:15][CH2:16][CH2:17][CH2:18]1.[Na+:33].[OH:34][C:35](=[O:36])[O-:37]>>[c:2]1([NH:12][CH:13]2[CH2:14][CH2:15][CH2:16][CH2:17][CH2:18]2)[c:3]2[c:4]([n:5][cH:6][c:7]1[F:8])[nH:9][cH:10][cH:11]2. Reactants: CCO, O=[N+]([O-])c1ccccc1OCCCCl, [H][H], O=[Pt]=O. The product is Nc1ccccc1OCCCCl. Reaction SMILES: [CH3:17][CH2:18][OH:19].[Cl:1][CH2:2][CH2:3][CH2:4][O:5][c:6]1[c:7]([N+:12]([O-:13])=[O:14])[cH:8][cH:9][cH:10][cH:11]1.[H:15][H:16].[Pt:20](=[O:21])=[O:22]>>[Cl:1][CH2:2][CH2:3][CH2:4][O:5][c:6]1[c:7]([NH2:12])[cH:8][cH:9][cH:10][cH:11]1. The reactants are COC(=O)C(Oc1ccc(Cl)cc1)c1ccc(Sc2ccc(Cl)cc2)cc1, O=C(OO)c1cccc(Cl)c1, ClCCl. Product: COC(=O)C(Oc1ccc(Cl)cc1)c1ccc(S(=O)c2ccc(Cl)cc2)cc1. RXN SMILES: [Cl:1][c:2]1[cH:3][cH:4][c:5]([O:6][CH:7]([C:8](=[O:9])[O:10][CH3:11])[c:12]2[cH:13][cH:14][c:15]([S:18][c:19]3[cH:20][cH:21][c:22]([Cl:25])[cH:23][cH:24]3)[cH:16][cH:17]2)[cH:26][cH:27]1.[Cl:28][c:29]1[cH:30][cH:31][cH:32][c:33]([C:34]([O:35][OH:37])=[O:36])[cH:38]1.[Cl:39][CH2:40][Cl:41]>>[Cl:1][c:2]1[cH:3][cH:4][c:5]([O:6][CH:7]([C:8](=[O:9])[O:10][CH3:11])[c:12]2[cH:13][cH:14][c:15]([S:18]([c:19]3[cH:20][cH:21][c:22]([Cl:25])[cH:23][cH:24]3)=[O:36])[cH:16][cH:17]2)[cH:26][cH:27]1.